This data is from the Open Reaction Database (ORD), a public repository of structured organic reaction records. The task is: describe an organic reaction: reactants, conditions, products, and yield Starting materials: C(#N)[BH3-].[Na+] (sodium cyanoborohydride), C(C)OC(CN1CCC(CC1)C(C1=CC=C(C=C1)F)=O)OCC (1-(2,2-Diethoxyethyl)-4-(4-fluorobenzoyl)piperidine), Cl (hydrochloric acid), COC=1C(=CC=CC1)N (o-anisidine), C([O-])([O-])=O.[Na+].[Na+] (sodium carbonate). The solvent is CO (methanol), C1CCOC1 (THF). Reaction conditions: time 1 hour. Yields the product FC1=CC=C(C(=O)C2CCN(CC2)CCNC2=C(C=CC=C2)OC)C=C1 (4-(4-Fluorobenzoyl)-1-[2-(2-methoxyanilino)ethyl]piperidine). Yield: 66.2%. Reaction SMILES: C(O[CH:4](OCC)[CH2:5][N:6]1[CH2:11][CH2:10][CH:9]([C:12](=[O:20])[C:13]2[CH:18]=[CH:17][C:16]([F:19])=[CH:15][CH:14]=2)[CH2:8][CH2:7]1)C.Cl.[CH3:25][O:26][C:27]1[C:28]([NH2:33])=[CH:29][CH:30]=[CH:31][CH:32]=1.C([BH3-])#N.[Na+].C(=O)([O-])[O-].[Na+].[Na+]>C1COCC1.CO>[F:19][C:16]1[CH:15]=[CH:14][C:13]([C:12]([CH:9]2[CH2:8][CH2:7][N:6]([CH2:5][CH2:4][NH:33][C:28]3[CH:29]=[CH:30][CH:31]=[CH:32][C:27]=3[O:26][CH3:25])[CH2:11][CH2:10]2)=[O:20])=[CH:18][CH:17]=1 |f:3.4,5.6.7|. Reported procedure: 1-(2,2-Diethoxyethyl)-4-(4-fluorobenzoyl)piperidine (81 mg, 0.25 mmol) was dissolved in THF (3 ml) to which was subsequently added 10% hydrochloric acid (2 ml) at room temperature. After 1 hour of stirring at the same temperature, the solvent was removed by evaporation, and the resulting residue was subjected to azeotropic distillation using benzene (5 ml×4) to obtain an orange glutinous material. The thus obtained residue was dissolved in methanol (2 ml) to which were subsequently added o-anisi... Starting materials: O (water), C(C)(=O)O (acetic acid), C(CC)OCC(=O)C1=CC=CC=C1 (2-Propoxyacetophenone), COC(N(C)C)OC (dimethylformamide dimethylacetal), C(#N)CC(=S)N (Cyanothioacetamide). Solvent: CN(C=O)C (dimethyl-formamide). Reaction conditions: time 2 hour. Yields the product C(#N)C=1C(NC(=CC1)C1=C(C=CC=C1)OCCC)=S (3-Cyano-6-(2-propoxyphenyl)-2(1H)-pyridinethione). As a reaction SMILES: C(O[CH2:5][C:6]([C:8]1[CH:13]=[CH:12][CH:11]=[CH:10][CH:9]=1)=O)CC.CO[CH:16]([O:20][CH3:21])N(C)C.[C:22]([CH2:24][C:25]([NH2:27])=[S:26])#[N:23].O.[C:29](O)(=O)[CH3:30]>CN(C)C=O>[C:22]([C:24]1[C:25](=[S:26])[NH:27][C:11]([C:10]2[CH:9]=[CH:8][CH:6]=[CH:5][C:16]=2[O:20][CH2:21][CH2:29][CH3:30])=[CH:12][CH:13]=1)#[N:23]. Reported procedure: 2-Propoxyacetophenone (2.14 g) and dimethylformamide dimethylacetal (2 ml) were heated together in dimethyl-formamide (10 ml) at 130° C. for 18 hours. Cyanothioacetamide (1.6 g) was added, heating was continued for 2 hours, and the cool mixture was poured into water (100 ml). The aqueous mixture was neutralized with acetic acid and extracted with ethyl acetate. Evaporation of the extract gave a residue which was purified by medium pressure chromatography (silica, dichloromethane:methanol mixture... Starting materials: C(C)(C)(C)OC(NC1=C(C=C(C=C1)C1=C(C=CC=C1)F)N)=O ((3-amino-2′-fluoro-biphenyl-4-yl)-carbamic acid tert-butyl ester), C(C)(C)(C)OC(CC(C1=CC(=CC=C1)C1=CC=NC=C1)=O)=O (3-oxo-3-(3-pyridin-4-yl-phenyl)-propionic acid tert-butyl ester). Yields the product C(C)(C)(C)OC(NC1=C(C=C(C=C1)C1=C(C=CC=C1)F)NC(CC(C1=CC(=CC=C1)C1=CC=NC=C1)=O)=O)=O ({2′-Fluoro-3-[3-oxo-3-(3-pyridin-4-yl-phenyl)-propionylamino]-biphenyl-4-yl}-carbamic acid tert-butyl ester), solid. As a reaction SMILES: [C:1]([O:5][C:6](=[O:22])[NH:7][C:8]1[CH:13]=[CH:12][C:11]([C:14]2[CH:19]=[CH:18][CH:17]=[CH:16][C:15]=2[F:20])=[CH:10][C:9]=1[NH2:21])([CH3:4])([CH3:3])[CH3:2].C([O:27][C:28](=O)[CH2:29][C:30](=[O:43])[C:31]1[CH:36]=[CH:35][CH:34]=[C:33]([C:37]2[CH:42]=[CH:41][N:40]=[CH:39][CH:38]=2)[CH:32]=1)(C)(C)C>>[C:1]([O:5][C:6](=[O:22])[NH:7][C:8]1[CH:13]=[CH:12][C:11]([C:14]2[CH:19]=[CH:18][CH:17]=[CH:16][C:15]=2[F:20])=[CH:10][C:9]=1[NH:21][C:28](=[O:27])[CH2:29][C:30](=[O:43])[C:31]1[CH:36]=[CH:35][CH:34]=[C:33]([C:37]2[CH:38]=[CH:39][N:40]=[CH:41][CH:42]=2)[CH:32]=1)([CH3:4])([CH3:2])[CH3:3]. Procedure details: The title compound was prepared from (3-amino-2′-fluoro-biphenyl-4-yl)-carbamic acid tert-butyl ester [CAS-No. 335255-65-7] and 3-oxo-3-(3-pyridin-4-yl-phenyl)-propionic acid tert-butyl ester (Example K2) according to the general procedure M. Obtained as a yellow solid (410 mg). Reactants: COC=1C=C2C(N=C(N(C2=CC1OC)C)C1=CC=CC=C1)=O (6,7-Dimethoxy-1-methyl-2-phenyl-1H-quinazolin-4-one), COC=1C=CC(=CC1)P2(=S)SP(=S)(S2)C=3C=CC(=CC3)OC (Lawesson's reagent). Run in C1(=CC=CC=C1)C (toluene). Conditions: time 2 hour. Yields the product COC=1C=C2C(N=C(N(C2=CC1OC)C)C1=CC=CC=C1)=S (6,7-Dimethoxy-1-methyl-2-phenyl-1H-quinazolin-4-thione). Reaction SMILES: [CH3:1][O:2][C:3]1[CH:4]=[C:5]2[C:10](=[CH:11][C:12]=1[O:13][CH3:14])[N:9]([CH3:15])[C:8]([C:16]1[CH:21]=[CH:20][CH:19]=[CH:18][CH:17]=1)=[N:7][C:6]2=O.COC1C=CC(P2(SP(C3C=CC(OC)=CC=3)(=S)S2)=[S:32])=CC=1>C1(C)C=CC=CC=1>[CH3:1][O:2][C:3]1[CH:4]=[C:5]2[C:10](=[CH:11][C:12]=1[O:13][CH3:14])[N:9]([CH3:15])[C:8]([C:16]1[CH:21]=[CH:20][CH:19]=[CH:18][CH:17]=1)=[N:7][C:6]2=[S:32]. Procedure: 1.50 g (5.06 mmol) 6,7-Dimethoxy-1-methyl-2-phenyl-1H-quinazolin-4-one and) 2.00 g (4.94 mmol) Lawesson's reagent (C14H14O2P2S4, Fluka) were dissolved in 20 ml toluene. The reaction mixture was boiled for 2 h. After evaporation the residue was further purified by column chromatography with silica, eluent dichloromethane/acetone 95/5. Reactants: C(C)(=O)N1C(N(CC1)C1=CC=C(C(=O)OC)C=C1)=O (methyl 4-(3-acetyl-2-oxoimidazolidin-1-yl)benzoate), CC1=C(C=CC(=C1)C)N1CCNCC1 (1-(2,4-dimethylphenyl)piperazine). Product: CC1=C(C=CC(=C1)C)N1CCN(CC1)C(=O)C1=CC=C(C=C1)N1C(NCC1)=O (1-{4-[4-(2,4-dimethylphenyl)piperazine-1-carbonyl]phenyl}imidazolidin-2-one). Isolated yield 45.3%. RXN SMILES: C([N:4]1[CH2:8][CH2:7][N:6]([C:9]2[CH:18]=[CH:17][C:12]([C:13]([O:15]C)=O)=[CH:11][CH:10]=2)[C:5]1=[O:19])(=O)C.[CH3:20][C:21]1[CH:26]=[C:25]([CH3:27])[CH:24]=[CH:23][C:22]=1[N:28]1[CH2:33][CH2:32][NH:31][CH2:30][CH2:29]1>>[CH3:20][C:21]1[CH:26]=[C:25]([CH3:27])[CH:24]=[CH:23][C:22]=1[N:28]1[CH2:29][CH2:30][N:31]([C:13]([C:12]2[CH:11]=[CH:10][C:9]([N:6]3[CH2:7][CH2:8][NH:4][C:5]3=[O:19])=[CH:18][CH:17]=2)=[O:15])[CH2:32][CH2:33]1. Reported procedure: Using methyl 4-(3-acetyl-2-oxoimidazolidin-1-yl)benzoate (290 mg) described in Preparation Example 59 and 1-(2,4-dimethylphenyl)piperazine (209 mg) and by the reaction and treatment in the same manner as in Example 109, the title compound (188.5 mg) was obtained.